Dataset: the Open Reaction Database (ORD), a public repository of structured organic reaction records. Task: describe an organic reaction: reactants, conditions, products, and yield Reactants: CCOC(=O)CBr, CC(C)(C)OC(=O)N1CCC(Nc2ncccc2O)CC1, C1CCOC1, [H-], [Na+], [Na+], O=C([O-])O. Yields the product CCOC(=O)COc1cccnc1NC1CCN(C(=O)OC(C)(C)C)CC1. Reaction SMILES: [Br:24][CH2:25][C:26](=[O:27])[O:28][CH2:29][CH3:30].[C:1]([CH3:2])([CH3:3])([CH3:4])[O:5][C:6](=[O:7])[N:8]1[CH2:9][CH2:10][CH:11]([NH:14][c:15]2[n:16][cH:17][cH:18][cH:19][c:20]2[OH:21])[CH2:12][CH2:13]1.[CH2:36]1[O:37][CH2:38][CH2:39][CH2:40]1.[H-:23].[Na+:22].[Na+:35].[O-:31][C:32]([OH:33])=[O:34]>>[C:1]([CH3:2])([CH3:3])([CH3:4])[O:5][C:6](=[O:7])[N:8]1[CH2:9][CH2:10][CH:11]([NH:14][c:15]2[n:16][cH:17][cH:18][cH:19][c:20]2[O:21][CH2:25][C:26](=[O:27])[O:28][CH2:29][CH3:30])[CH2:12][CH2:13]1. Starting materials: C(C)(C)(C)N1S\C(\C(=C1)CCCC(C)=O)=N/C(C1=C(C(=CC=C1)C(F)(F)F)F)=O (N-[(5Z)-2-tert-butyl-4-(4-oxopentyl)isothiazol-5(2H)-ylidene]-2-fluoro-3-(trifluoromethyl)benzamide), [Cl-].[Ce+3].[Cl-].[Cl-] (cerium(III) chloride), C[Mg]Br (methylmagnesium bromide). Run in C1CCOC1 (THF), C1CCOC1 (THF). Conditions: time 1 hour. The product is C(C)(C)(C)N1S\C(\C(=C1)CCCC(C)(C)O)=N/C(C1=C(C(=CC=C1)C(F)(F)F)F)=O (N-[(5Z)-2-tert-butyl-4-(4-hydroxy-4-methylpentyl)isothiazol-5(2H)-ylidene]-2-fluoro-3-(trifluoromethyl)benzamide). The yield is 55.5%. As a reaction SMILES: [Cl-].[Ce+3].[Cl-].[Cl-].[C:5]([N:9]1[CH:13]=[C:12]([CH2:14][CH2:15][CH2:16][C:17](=[O:19])[CH3:18])/[C:11](=[N:20]/[C:21](=[O:33])[C:22]2[CH:27]=[CH:26][CH:25]=[C:24]([C:28]([F:31])([F:30])[F:29])[C:23]=2[F:32])/[S:10]1)([CH3:8])([CH3:7])[CH3:6].[CH3:34][Mg]Br>C1COCC1>[C:5]([N:9]1[CH:13]=[C:12]([CH2:14][CH2:15][CH2:16][C:17]([OH:19])([CH3:34])[CH3:18])/[C:11](=[N:20]/[C:21](=[O:33])[C:22]2[CH:27]=[CH:26][CH:25]=[C:24]([C:28]([F:29])([F:31])[F:30])[C:23]=2[F:32])/[S:10]1)([CH3:6])([CH3:7])[CH3:8] |f:0.1.2.3|. Procedure: To the suspension of cerium(III) chloride (86 mg, 0.35 mmol) in THF (3 mL) was added the product from Example 77 (100 mg, 0.23 mmol) in THF (0.5 mL). The mixture was stirred at rt for 1 hr. The above mixture was cooled to −40° C. and methylmagnesium bromide (41.6 mg, 0.348 mmol) was added dropwise. The reaction was stirred for 40 min at −40° C., quenched with saturated aqueous NH4Cl and extracted with CH2Cl2 (2×). The combined organic layers were dried over MgSO4, filtered and concentrated. The ... The reactants are O=P(Cl)(Cl)Cl (POCl3), CN(C)C=O (DMF), COC=1C=C2C=C(NC2=CC1)C(F)(F)F (5-methoxy-2-trifluoromethylindole), CN(C)C=O (DMF), ice. Run at time 1 hour. The product is COC=1C=C2C(=C(NC2=CC1)C(F)(F)F)C=O (5-methoxy-2-trifluoromethylindole-3-carboxaldehyde). Isolated yield 43.0%. Reaction SMILES: O=P(Cl)(Cl)Cl.[CH3:6][O:7][C:8]1[CH:9]=[C:10]2[C:14](=[CH:15][CH:16]=1)[NH:13][C:12]([C:17]([F:20])([F:19])[F:18])=[CH:11]2.CN([CH:24]=[O:25])C>>[CH3:6][O:7][C:8]1[CH:9]=[C:10]2[C:14](=[CH:15][CH:16]=1)[NH:13][C:12]([C:17]([F:20])([F:18])[F:19])=[C:11]2[CH:24]=[O:25]. Reported procedure: DMF (1 mL) was cooled to 0° C. and POCl3 (0.25 mL) was added and stirred for 10 min Compound 203 (336 mg, 1.69 mmol) in DMF (2 mL) was added drop-wise over 10 min. The solution was stirred for an additional 1 h warming to rt then heated to 85° C. and allowed to react for an additional 4 h. The solution was poured into ice-cold 1 N NaOH (40 mL) and stirred for 30 minutes in an ice-bath resulting in the formation of a precipitate. The precipitate was collected, washed with cold H2O and dried overn... The reactants are C1(CC1)C1=NNC(C1)=O (3-cyclopropyl-2-pyrazolin-5-one), CC=1C=C(NC1C)C=O (4,5-dimethylpyrrole-2-carboxaldehyde), N1CCCCC1 (piperidine). Run in C(C)O (ethanol). Product: C1(CC1)C1=NNC(C1=CC=1NC(=C(C1)C)C)=O (3-Cyclopropyl-4-[(4,5-dimethylpyrrol-2-yl)methylene]-2-pyrazolin-5-one). RXN SMILES: [CH:1]1([C:4]2[CH2:8][C:7](=[O:9])[NH:6][N:5]=2)[CH2:3][CH2:2]1.[CH3:10][C:11]1[CH:12]=[C:13]([CH:17]=O)[NH:14][C:15]=1[CH3:16].N1CCCCC1>C(O)C>[CH:1]1([C:4]2[C:8](=[CH:17][C:13]3[NH:14][C:15]([CH3:16])=[C:11]([CH3:10])[CH:12]=3)[C:7](=[O:9])[NH:6][N:5]=2)[CH2:3][CH2:2]1. Procedure: A reaction mixture of 3-cyclopropyl-2-pyrazolin-5-one (790 mg, 6.3 mmol), 4,5-dimethylpyrrole-2-carboxaldehyde (800 mg, 6.5 mmol), and piperidine 100 mg, in ethanol 50 mL was stirred at 90° C. for 3.5 h. The solvent was removed under reduced pressure. The solid residue was purified by flash column chromatography using (3:7) ethyl acetate:hexane as the mobile phase, then further purified by recrystallization from toluene. Starting materials: C1CCOC1, COC(=O)c1cc(OCc2ccccc2)cc(OC2CCN(C)C2=O)c1, CO, O. Product: CN1CCC(Oc2cc(OCc3ccccc3)cc(C(=O)O)c2)C1=O. As a reaction SMILES: [CH2:30]1[O:31][CH2:32][CH2:33][CH2:34]1.[CH3:1][N:2]1[C:3](=[O:26])[CH:4]([O:7][c:8]2[cH:9][c:10]([C:11](=[O:12])[O:13][CH3:14])[cH:15][c:16]([O:18][CH2:19][c:20]3[cH:21][cH:22][cH:23][cH:24][cH:25]3)[cH:17]2)[CH2:5][CH2:6]1.[CH3:27][OH:28].[OH2:29]>>[CH3:1][N:2]1[C:3](=[O:26])[CH:4]([O:7][c:8]2[cH:9][c:10]([C:11](=[O:12])[OH:13])[cH:15][c:16]([O:18][CH2:19][c:20]3[cH:21][cH:22][cH:23][cH:24][cH:25]3)[cH:17]2)[CH2:5][CH2:6]1. The reactants are [H-].[Na+] (NaH), C(CCC)Br (butyl bromide), C(CCC)OCCOCCO (diethylene glycol butyl ether). Run in C1(=CC=CC=C1)C (toluene). Product: C(CCC)OCCOCCOCCCC (Diethylene Glycol Dibutyl Ether). RXN SMILES: [H-].[Na+].[CH2:3](Br)[CH2:4][CH2:5][CH3:6].[CH2:8]([O:12][CH2:13][CH2:14][O:15][CH2:16][CH2:17][OH:18])[CH2:9][CH2:10][CH3:11]>C1(C)C=CC=CC=1>[CH2:3]([O:18][CH2:17][CH2:16][O:15][CH2:14][CH2:13][O:12][CH2:8][CH2:9][CH2:10][CH3:11])[CH2:4][CH2:5][CH3:6] |f:0.1|. Procedure details: Into 120 g of 60% NaH and 500 ml of toluene were added dropweise 329 g of butyl bromide and 486 g of diethylene glycol butyl ether at 50° C. Diethylene glycol dibutyl ether (abbreviated as “DEG-DB” hereafter) was obtained by distillation (b.p.: 256° C. under normal pressure) from the reaction mixture. The solubility of glycolide in this compound at 25° C. was 1.8%. Reactants: C, C1CCNCC1, CCO, O=Cc1cccc(O)c1, [Pd]. Product: Oc1cccc(CN2CCCCC2)c1. As a reaction SMILES: [C:19].[CH2:10]1[CH2:11][CH2:12][NH:13][CH2:14][CH2:15]1.[CH3:16][CH2:17][OH:18].[OH:1][c:2]1[cH:3][c:4]([CH:5]=[O:6])[cH:7][cH:8][cH:9]1.[Pd:20]>>[OH:1][c:2]1[cH:3][c:4]([CH2:5][N:13]2[CH2:12][CH2:11][CH2:10][CH2:15][CH2:14]2)[cH:7][cH:8][cH:9]1. Starting materials: O=C([O-])[O-], CO, Clc1cncc(Cl)n1, ClCCl, [Cs+], [Cs+], CN(C)C=O, Nc1ccc2[nH]cnc2c1. The product is Nc1ccc2ncn(-c3cncc(Cl)n3)c2c1. As a reaction SMILES: [C:19](=[O:20])([O-:21])[O-:22].[CH3:30][OH:31].[Cl:11][c:12]1[n:13][c:14]([Cl:18])[cH:15][n:16][cH:17]1.[Cl:32][CH2:33][Cl:34].[Cs+:23].[Cs+:24].[O:25]=[CH:26][N:27]([CH3:28])[CH3:29].[nH:1]1[cH:2][n:3][c:4]2[c:5]1[cH:6][cH:7][c:8]([NH2:10])[cH:9]2>>[n:1]1[cH:2][n:3](-[c:14]2[n:13][c:12]([Cl:11])[cH:17][n:16][cH:15]2)[c:4]2[c:5]1[cH:6][cH:7][c:8]([NH2:10])[cH:9]2. Reactants: CCN(CC)C(=O)n1cnc(S(=O)(=O)C(F)(F)Br)n1, C[O-], CO, [Na+]. Product: O=S(=O)(c1nc[nH]n1)C(F)(F)Br. Reaction SMILES: [Br:1][C:2]([S:3](=[O:4])(=[O:5])[c:6]1[n:7][n:8]([C:11](=[O:12])[N:13]([CH2:14][CH3:15])[CH2:16][CH3:17])[cH:9][n:10]1)([F:18])[F:19].[CH3:20][O-:21].[CH3:23][OH:24].[Na+:22]>>[Br:1][C:2]([S:3](=[O:4])(=[O:5])[c:6]1[n:7][nH:8][cH:9][n:10]1)([F:18])[F:19]. Starting materials: CC1=NN2C(NC(C3=C2C=CN=C3)=O)=C1 (2-methylpyrazolo[1,5-a]pyrido[3,4-e]-pyrimidin-5(4H)-one), P(=O)(Cl)(Cl)Cl (phosphorus oxychloride). Product: ClC1=NC=2N(C3=C1C=NC=C3)N=C(C2)C (5-Chloro-2-methylpyrazolo[1,5-a]pyrido[3,4-e]pyrimidine). Reaction SMILES: [CH3:1][C:2]1[CH:15]=[C:5]2[NH:6][C:7](=O)[C:8]3[CH:13]=[N:12][CH:11]=[CH:10][C:9]=3[N:4]2[N:3]=1.P(Cl)(Cl)([Cl:18])=O>>[Cl:18][C:7]1[C:8]2[CH:13]=[N:12][CH:11]=[CH:10][C:9]=2[N:4]2[N:3]=[C:2]([CH3:1])[CH:15]=[C:5]2[N:6]=1. Procedure: 200 g. of 2-methylpyrazolo[1,5-a]pyrido[3,4-e]-pyrimidin-5(4H)-one of Example 1c are refluxed with 800 ml. of phosphorus oxychloride overnight. The excess phosphorus oxychloride is removed in vacuo and the oily residue decomposed by pouring on ice. The acidic aqueous solution is made alkaline with sodium hydroxide. The precipitated 5-chloro-2-methylpyrazolo[1,5-a]pyrido[3,4-e]pyrimidine is filtered off, yield: 143 g. (66%); m.p. 169.8° (ethyl acetate).